This data is from the Open Reaction Database (ORD), a public repository of structured organic reaction records. The task is: describe an organic reaction: reactants, conditions, products, and yield Reactants: CNCc1csc2cncn12, CCN(C(C)C)C(C)C, CN(C)C=O, NS(=O)(=O)Cl. The product is CN(Cc1csc2cncn12)S(N)(=O)=O. RXN SMILES: [CH3:1][NH:2][CH2:3][c:4]1[n:5]2[c:6]([s:7][cH:8]1)[cH:9][n:10][cH:11]2.[CH:12]([N:13]([CH2:14][CH3:15])[CH:16]([CH3:17])[CH3:18])([CH3:19])[CH3:20].[O:26]=[CH:27][N:28]([CH3:29])[CH3:30].[S:21]([NH2:22])(=[O:23])(=[O:24])[Cl:25]>>[CH3:1][N:2]([CH2:3][c:4]1[n:5]2[c:6]([s:7][cH:8]1)[cH:9][n:10][cH:11]2)[S:21]([NH2:22])(=[O:23])=[O:24]. The reactants are ClCC[C@@H](O)C1=CC=CC=C1 ((1R)-3-Chloro-1-phenyl-1-propanol), OC=1C=C(C=CC1)C(C)=O (1-(3-hydroxyphenyl)ethanone), C1(=CC=CC=C1)P(C1=CC=CC=C1)C1=CC=CC=C1 (triphenylphosphine), CCOC(=O)/N=N/C(=O)OCC (diethylazodicarboxylate). Run at time 8 hour. The product is ClCC[C@@H](C1=CC=CC=C1)OC=1C=C(C=CC1)C(C)=O (1-(3-{[(1S)-3-CHLORO-1-PHENYLPROPYL]OXY}PHENYL)ETHANONE). The yield is 53.2%. RXN SMILES: [Cl:1][CH2:2][CH2:3][C@H:4]([C:6]1[CH:11]=[CH:10][CH:9]=[CH:8][CH:7]=1)[OH:5].O[C:13]1[CH:14]=[C:15]([C:19](=[O:21])[CH3:20])[CH:16]=[CH:17][CH:18]=1.C1(P(C2C=CC=CC=2)C2C=CC=CC=2)C=CC=CC=1.CCOC(/N=N/C(OCC)=O)=O>>[Cl:1][CH2:2][CH2:3][C@H:4]([O:5][C:13]1[CH:14]=[C:15]([C:19](=[O:21])[CH3:20])[CH:16]=[CH:17][CH:18]=1)[C:6]1[CH:11]=[CH:10][CH:9]=[CH:8][CH:7]=1. Procedure: (1R)-3-Chloro-1-phenyl-1-propanol (1.000 g, 5.86 mmol), 1-(3-hydroxyphenyl)ethanone (0.797 g, 5.86 mmol), triphenylphosphine (1.54 g, 5.86 mmol) and diethylazodicarboxylate (1.53 g, 8.79 mmol) were combined in a flask, which was immediately flushed with argon. THF (20 mL) was added and the mixture was stirred overnight under argon. THF was removed in vacuo, the crude product was dissolved in 50 mL of CH2Cl2/H2O (1:1) and the organic layer was separated and dried over MgSO4. After removing the so... Starting materials: COC=1C=CC(=CC1)P2(=S)SP(=S)(S2)C=3C=CC(=CC3)OC (Lawesson's reagent), N1(CCCCC1)C1=C(C=C(C=C1)C(F)(F)F)NC(C1=CC=NC=C1)=O (N-[2-(1-piperidinyl)-5-(trifluoromethyl)phenyl]isonicotinamide), [OH-].[Na+] (sodium hydroxide). The solvent is C1(=CC=CC=C1)C (toluene). Conditions: temperature 100 celsius. The product is N1(CCCCC1)C1=C(C=C(C=C1)C(F)(F)F)NC(C1=CC=NC=C1)=S (N-[2-(1-piperidinyl)-5-(trifluoromethyl)phenyl]isonicotinthioamide). Yield: 33.7%. As a reaction SMILES: COC1C=CC(P2(SP(C3C=CC(OC)=CC=3)(=S)S2)=[S:10])=CC=1.[N:23]1([C:29]2[CH:34]=[CH:33][C:32]([C:35]([F:38])([F:37])[F:36])=[CH:31][C:30]=2[NH:39][C:40](=O)[C:41]2[CH:46]=[CH:45][N:44]=[CH:43][CH:42]=2)[CH2:28][CH2:27][CH2:26][CH2:25][CH2:24]1.[OH-].[Na+]>C1(C)C=CC=CC=1>[N:23]1([C:29]2[CH:34]=[CH:33][C:32]([C:35]([F:38])([F:37])[F:36])=[CH:31][C:30]=2[NH:39][C:40](=[S:10])[C:41]2[CH:46]=[CH:45][N:44]=[CH:43][CH:42]=2)[CH2:28][CH2:27][CH2:26][CH2:25][CH2:24]1 |f:2.3|. Procedure: Lawesson's reagent (328 mg, 0.811 mmol, commercially available product) was added to a toluene (2.5 ml) solution of N-[2-(1-piperidinyl)-5-(trifluoromethyl)phenyl]isonicotinamide (SRPIN-1, GIF-0340) (528 mg, 1.51 mmol), obtained as described in Referential Example 1-3, and the resulting mixture was stirred with refluxing at 100° C. for 12 hours. The mixture was cooled to room temperature, and then an aqueous solution of 2 M sodium hydroxide was added thereto to alkalify the solution. The mixture...